Dataset: the Open Reaction Database (ORD), a public repository of structured organic reaction records. Task: describe an organic reaction: reactants, conditions, products, and yield The reactants are CC1=CC(=O)C(C(=O)O1)C(=O)C (dehydroacetic acid), S1C(=CC=C1)C=O (thiophene-2-aldehyde), N1CCCCC1 (piperidine). Run in C1=CC=CC=C1 (benzene). Run at temperature 50 celsius, time 7 hour. Yields the product S1C(=CC=C1)C=CC(=O)C1C(OC(=CC1=O)C)=O (3-(2-thienylacryloyl)-6-methyl-2H-pyran-2,4(3H)-dione). The yield is 57.2%. Reaction SMILES: [CH3:1][C:2]1[O:9][C:7](=[O:8])[CH:6]([C:10]([CH3:12])=[O:11])[C:4](=[O:5])[CH:3]=1.[S:13]1[CH:17]=[CH:16][CH:15]=[C:14]1[CH:18]=O.N1CCCCC1>C1C=CC=CC=1>[S:13]1[CH:17]=[CH:16][CH:15]=[C:14]1[CH:18]=[CH:12][C:10]([CH:6]1[C:4](=[O:5])[CH:3]=[C:2]([CH3:1])[O:9][C:7]1=[O:8])=[O:11]. Reported procedure: To a solution of 65.0 g (0.39 mole) of dehydroacetic acid and 47.0 g (0.42 mole) of thiophene-2-aldehyde in 370 ml of benzene was added dropwise 6.8 g of piperidine with cooling in an ice-water bath. After termination of the dropwise addition, the mixture was stirred at 50° C. for 7 hours. After the reaction, the solvent was concentrated under a reduced pressure. The precipitated crystal was collected by filtration and recrystallized from toluene to obtain 58.5 g (yield: 58%) of 3-(2-thienylacry... Reactants: [Cl-].C1(CCC1)C[NH2+]CCCl (N-cyclobutylmethyl-N-(2-chloroethyl)ammonium chloride), ClC1(C(C=CC=C1)N=C=S)Cl (2,2-dichlorophenyl isothiocyanate). Procedure: 2-Hydroxyethylamine was reacted with cyclobutylmethyl bromide according to Method B2a to give N-cyclobutylmethyl-N-(2-hydroxyethyl)amine. The alcohol was reacted with SOCl2 according to Method B7c to give N-cyclobutylmethyl-N-(2-chloroethyl)ammonium chloride. The chloroethylamine was reacted with 2,2-dichlorophenyl isothiocyanate to give 2-(2,2-dichlorophenylimino)-3-(cyclobutylmethyl)-1,3-thiazolidine. The product is ClC1(C(C=CC=C1)N=C1SCCN1CC1CCC1)Cl (2-(2,2-dichlorophenylimino)-3-(cyclobutylmethyl)-1,3-thiazolidine). As a reaction SMILES: [Cl-].[CH:2]1([CH2:6][NH2+:7][CH2:8][CH2:9]Cl)[CH2:5][CH2:4][CH2:3]1.[Cl:11][C:12]1([Cl:21])[CH:17]=[CH:16][CH:15]=[CH:14][CH:13]1[N:18]=[C:19]=[S:20]>>[Cl:11][C:12]1([Cl:21])[CH:17]=[CH:16][CH:15]=[CH:14][CH:13]1[N:18]=[C:19]1[N:7]([CH2:6][CH:2]2[CH2:3][CH2:4][CH2:5]2)[CH2:8][CH2:9][S:20]1 |f:0.1|. Reactants: CSC1=C(C2=C(S1)C(=CC=C2)CNC)Br (N-(2-methylthio-3-bromo-7-benzo[b]thienylmethyl)methylamine), Cl (HCl), CCOCC (ether), solution, C(CCC)[Li] (n-butyllithium). Solvent: CCCCCC (n-hexane). Yields the product CSC1=CC2=C(S1)C(=CC=C2)CNC (N-(2-methylthio-7-benzo[b]thienylmethyl)methylamine). As a reaction SMILES: [CH3:1][S:2][C:3]1[S:7][C:6]2[C:8]([CH2:12][NH:13][CH3:14])=[CH:9][CH:10]=[CH:11][C:5]=2[C:4]=1Br.CCOCC.C([Li])CCC.Cl>CCCCCC>[CH3:1][S:2][C:3]1[S:7][C:6]2[C:8]([CH2:12][NH:13][CH3:14])=[CH:9][CH:10]=[CH:11][C:5]=2[CH:4]=1. Reported procedure: To a solution of 0.3 g of N-(2-methylthio-3-bromo-7-benzo[b]thienylmethyl)methylamine in abs. ether are added dropwise under inert gas at -70°, 1.4 ml of a 15% solution of n-butyllithium in n-hexane and stirring continued at -70° for half an hour. The mixture is then poured into ice-cooled 2N HCl, shaken and the acidic phase separated, made alkaline with NaOH and extracted with ether. The ether phase is dried, concentrated in vacuum and the resulting oil directly further reacted. Starting materials: Cl (HCl), C(C1=CC=CC=C1)O[C@@H]1[C@H](OC(C2=CC=C(C=C2)[N+](=O)[O-])=O)O[C@@H]([C@H]1OCC1=CC=CC=C1)COCC1=CC=CC=C1 (2,3,5-tri-O-benzyl-1-O-p-nitrobenzoyl-β-D-arabinofuranose), C(C)(=O)NC1=NC(=C2NC=NC2=N1)NC(C)=O (2.6-diacetamidopurine), 4A. Solvent: C(Cl)Cl (CH2Cl2), C(CCl)Cl (ethylene chloride). The product is NC1=NC(=C2N=CN(C2=N1)[C@H]1[C@@H](OCC2=CC=CC=C2)[C@H](OCC2=CC=CC=C2)[C@H](O1)COCC1=CC=CC=C1)N (2-Amino-9-(2,3,5-tri-O-benzyl-β-D-arabinofuranosyl)adenine). As a reaction SMILES: Cl.[CH2:2]([O:9][C@H:10]1[C@H:26]([O:27][CH2:28][C:29]2[CH:34]=[CH:33][CH:32]=[CH:31][CH:30]=2)[C@@H:25]([CH2:35][O:36][CH2:37][C:38]2[CH:43]=[CH:42][CH:41]=[CH:40][CH:39]=2)[O:24][C@H:11]1OC(=O)C1C=CC([N+]([O-])=O)=CC=1)[C:3]1[CH:8]=[CH:7][CH:6]=[CH:5][CH:4]=1.C([NH:47][C:48]1[N:56]=[C:55]2[C:51]([NH:52][CH:53]=[N:54]2)=[C:50]([NH:57]C(=O)C)[N:49]=1)(=O)C>C(Cl)Cl.C(Cl)CCl>[NH2:47][C:48]1[N:56]=[C:55]2[C:51]([N:52]=[CH:53][N:54]2[C@@H:11]2[O:24][C@H:25]([CH2:35][O:36][CH2:37][C:38]3[CH:43]=[CH:42][CH:41]=[CH:40][CH:39]=3)[C@@H:26]([O:27][CH2:28][C:29]3[CH:34]=[CH:33][CH:32]=[CH:31][CH:30]=3)[C@@H:10]2[O:9][CH2:2][C:3]2[CH:8]=[CH:7][CH:6]=[CH:5][CH:4]=2)=[C:50]([NH2:57])[N:49]=1. Procedure details: Dry HCl gas was bubbled into a solution of 2,3,5-tri-O-benzyl-1-O-p-nitrobenzoyl-β-D-arabinofuranose (17 g, 30 mmol) in CH2Cl2 (187 ml) at -10°-0° for 21/2 hr. The precipitated p-nitrobenzoic acid was removed by filtration and washed with CH2Cl2. The CH2Cl2 solution was evaporated in vacuo. The residue, dissolved in 500 ml of ethylene chloride, was added to a mixture of 2.6-diacetamidopurine (7.03 g, 30 mmol) and molecular sieve (Linde 4A, 75 g) in 500 ml of ethylene chloride. This mixture was r... The reactants are CO, [Na+], CC(C)(C)OC(=O)N1C(=O)OC(c2ccc(Oc3ccccn3)cc2)C1Cc1cccc(OC(F)(F)C(F)F)c1, [OH-], O. The product is CC(C)(C)OC(=O)NC(Cc1cccc(OC(F)(F)C(F)F)c1)C(O)c1ccc(Oc2ccccn2)cc1. As a reaction SMILES: [CH3:44][OH:45].[Na+:42].[O:1]=[C:2]1[O:3][CH:4]([c:28]2[cH:29][cH:30][c:31]([O:34][c:35]3[n:36][cH:37][cH:38][cH:39][cH:40]3)[cH:32][cH:33]2)[CH:5]([CH2:14][c:15]2[cH:16][c:17]([O:21][C:22]([CH:23]([F:24])[F:25])([F:26])[F:27])[cH:18][cH:19][cH:20]2)[N:6]1[C:7](=[O:8])[O:9][C:10]([CH3:11])([CH3:12])[CH3:13].[OH-:41].[OH2:43]>>[OH:3][CH:4]([CH:5]([NH:6][C:7](=[O:8])[O:9][C:10]([CH3:11])([CH3:12])[CH3:13])[CH2:14][c:15]1[cH:16][c:17]([O:21][C:22]([CH:23]([F:24])[F:25])([F:26])[F:27])[cH:18][cH:19][cH:20]1)[c:28]1[cH:29][cH:30][c:31]([O:34][c:35]2[n:36][cH:37][cH:38][cH:39][cH:40]2)[cH:32][cH:33]1. Reactants: CC(=O)Nc1[nH]cc(-c2ccc(N)cc2)c1C(N)=O, CCc1cccc(N=C=O)c1, C1CCOC1. The product is CCc1cccc(NC(=O)Nc2ccc(-c3c[nH]c(NC(C)=O)c3C(N)=O)cc2)c1. RXN SMILES: [C:12]([CH3:13])(=[O:14])[NH:15][c:16]1[nH:17][cH:18][c:19](-[c:24]2[cH:25][cH:26][c:27]([NH2:30])[cH:28][cH:29]2)[c:20]1[C:21](=[O:22])[NH2:23].[CH2:1]([CH3:2])[c:3]1[cH:4][c:5]([N:9]=[C:10]=[O:11])[cH:6][cH:7][cH:8]1.[O:31]1[CH2:32][CH2:33][CH2:34][CH2:35]1>>[CH2:1]([CH3:2])[c:3]1[cH:4][c:5]([NH:9][C:10](=[O:11])[NH:30][c:27]2[cH:26][cH:25][c:24](-[c:19]3[cH:18][nH:17][c:16]([NH:15][C:12]([CH3:13])=[O:14])[c:20]3[C:21](=[O:22])[NH2:23])[cH:29][cH:28]2)[cH:6][cH:7][cH:8]1. Starting materials: ClC(Cl)Cl, Cc1cc2ccccc2n(CCN2CCC(N(Cc3ccc4c(c3)OCCO4)C(=O)OC(C)(C)C)CC2)c1=O, O=C(O)C(F)(F)F. The product is Cc1cc2ccccc2n(CCN2CCC(NCc3ccc4c(c3)OCCO4)CC2)c1=O. RXN SMILES: [CH:47]([Cl:48])([Cl:49])[Cl:50].[O:1]1[CH2:2][CH2:3][O:4][c:5]2[c:6]1[cH:7][cH:8][c:9]([CH2:11][N:12]([C:13](=[O:14])[O:15][C:16]([CH3:17])([CH3:18])[CH3:19])[CH:20]1[CH2:21][CH2:22][N:23]([CH2:26][CH2:27][n:28]3[c:29](=[O:39])[c:30]([CH3:38])[cH:31][c:32]4[cH:33][cH:34][cH:35][cH:36][c:37]34)[CH2:24][CH2:25]1)[cH:10]2.[OH:40][C:41]([C:42]([F:43])([F:44])[F:45])=[O:46]>>[O:1]1[CH2:2][CH2:3][O:4][c:5]2[c:6]1[cH:7][cH:8][c:9]([CH2:11][NH:12][CH:20]1[CH2:21][CH2:22][N:23]([CH2:26][CH2:27][n:28]3[c:29](=[O:39])[c:30]([CH3:38])[cH:31][c:32]4[cH:33][cH:34][cH:35][cH:36][c:37]34)[CH2:24][CH2:25]1)[cH:10]2. Reactants: NC1CCC2=C(NC=3C=CC=C1C23)C2=CC=CC=C2 (5-amino-2-phenyl-1,3,4,5-tetrahydrobenz[cd]indole), Cl (hydrochloric acid). Solvent: C(C)O (ethanol), C(C)O (ethanol). Conditions: time 10 minute. The product is Cl.NC1CCC2=C(NC=3C=CC=C1C23)C2=CC=CC=C2 (5-amino-2-phenyl-1,3,4,5-tetrahydrobenz[cd]indole hydrochloride). The yield is 76.0%. Reaction SMILES: [NH2:1][CH:2]1[C:12]2[C:13]3[C:5](=[C:6]([C:14]4[CH:19]=[CH:18][CH:17]=[CH:16][CH:15]=4)[NH:7][C:8]=3[CH:9]=[CH:10][CH:11]=2)[CH2:4][CH2:3]1.[ClH:20]>C(O)C>[ClH:20].[NH2:1][CH:2]1[C:12]2[C:13]3[C:5](=[C:6]([C:14]4[CH:19]=[CH:18][CH:17]=[CH:16][CH:15]=4)[NH:7][C:8]=3[CH:9]=[CH:10][CH:11]=2)[CH2:4][CH2:3]1 |f:3.4|. Procedure: A portion (1.0 g) of the compound obtained in Example 81 was suspended in ethanol (10 ml) and to the suspension was added a solution (2.5 ml) of 20% hydrochloric acid in ethanol. The mixture was stirred for 10 minutes at room temperature. The reaction mixture was concentrated under reduced pressure. The crystals obtained were washed with ether and ether/methanol to yield 0.87 g (76%) of the titled compound as pale brown crystals.